This data is from the Open Reaction Database (ORD), a public repository of structured organic reaction records. The task is: describe an organic reaction: reactants, conditions, products, and yield The reactants are CO, COc1ccc(Cl)cc1C#C[Si](C)(C)C, [K+], [OH-], O. Yields the product C#Cc1cc(Cl)ccc1OC. RXN SMILES: [CH3:19][OH:20].[Cl:3][c:4]1[cH:5][cH:6][c:7]([O:16][CH3:17])[c:8]([C:10]#[C:11][Si:12]([CH3:13])([CH3:14])[CH3:15])[cH:9]1.[K+:2].[OH-:1].[OH2:18]>>[Cl:3][c:4]1[cH:5][cH:6][c:7]([O:16][CH3:17])[c:8]([C:10]#[CH:11])[cH:9]1. Starting materials: COC(/C(=N/OC)/C1=C(C=CC=C1)CBr)=O (Methyl-(E)-2-(bromomethylphenyl)-2-methoxyiminoacetate), resultant mixture, C([O-])([O-])=O.[K+].[K+] (potassium carbonate), Cl (hydrochloric acid), Example 27 ( 1 ), ClC=1C=C(C=CC1)O (3-chlorophenol), CN (methylamine). Solvent: CN(C)C=O (DMF), CO (methanol). Reaction conditions: time 10 hour. Product: CNC(/C(=N/OC)/C1=C(C=CC=C1)COC1=CC(=CC=C1)Cl)=O ((E)-N-methyl-2-[2-(3-chlorophenoxymethyl)phenyl]-2-methoxyiminoacetamide). RXN SMILES: CO[C:3](=[O:16])/[C:4](/[C:8]1[CH:13]=[CH:12][CH:11]=[CH:10][C:9]=1[CH2:14]Br)=[N:5]/[O:6][CH3:7].[Cl:17][C:18]1[CH:19]=[C:20]([OH:24])[CH:21]=[CH:22][CH:23]=1.C(=O)([O-])[O-].[K+].[K+].[CH3:31][NH2:32].Cl>CN(C=O)C.CO>[CH3:31][NH:32][C:3](=[O:16])/[C:4](/[C:8]1[CH:13]=[CH:12][CH:11]=[CH:10][C:9]=1[CH2:14][O:24][C:20]1[CH:21]=[CH:22][CH:23]=[C:18]([Cl:17])[CH:19]=1)=[N:5]/[O:6][CH3:7] |f:2.3.4|. Procedure details: Methyl-(E)-2-(bromomethylphenyl)-2-methoxyiminoacetate as obtained in Example 27 (1) (250 mg), 3-chlorophenol (225 mg) and potassium carbonate (482 mg) were dissolved in DMF, and the resultant mixture was stirred at room temperature for 10 hours. A solution (677 mg) of methylamine in 30% methanol was added thereto, and stirring was continued for 10 hours. The reaction mixture was neutralized with dilute hydrochloric acid, extracted with diethyl ether. The solvent was dried and evaporated, and th... Reported procedure: Following general procedure B, (6-bromo-4-chloroquinolin-3-yl)(cyclopropyl)methanone (335 mg, 1.07 mmol) was reacted with tert-butyl-(trans)-4-aminocyclohexyl(methyl)carbamate (366 mg, 1.61 mmol) to afford the desired product (470 mg, 87%) as an orange foam: ESI MS m/z 502 [C25H32BrN3O3+H]+. Reaction SMILES: [Br:1][C:2]1[CH:3]=[C:4]2[C:9](=[CH:10][CH:11]=1)[N:8]=[CH:7][C:6]([C:12]([CH:14]1[CH2:16][CH2:15]1)=[O:13])=[C:5]2Cl.[C:18]([O:22][C:23](=[O:33])[N:24]([C@H:26]1[CH2:31][CH2:30][C@H:29]([NH2:32])[CH2:28][CH2:27]1)[CH3:25])([CH3:21])([CH3:20])[CH3:19]>>[Br:1][C:2]1[CH:3]=[C:4]2[C:9](=[CH:10][CH:11]=1)[N:8]=[CH:7][C:6]([C:12]([CH:14]1[CH2:16][CH2:15]1)=[O:13])=[C:5]2[NH:32][C@H:29]1[CH2:30][CH2:31][C@H:26]([N:24]([CH3:25])[C:23](=[O:33])[O:22][C:18]([CH3:19])([CH3:20])[CH3:21])[CH2:27][CH2:28]1. Reactants: BrC=1C=C2C(=C(C=NC2=CC1)C(=O)C1CC1)Cl ((6-bromo-4-chloroquinolin-3-yl)(cyclopropyl)methanone), C(C)(C)(C)OC(N(C)[C@@H]1CC[C@H](CC1)N)=O (tert-butyl-(trans)-4-aminocyclohexyl(methyl)carbamate). The yield is 87.4%. The product is BrC=1C=C2C(=C(C=NC2=CC1)C(=O)C1CC1)N[C@@H]1CC[C@H](CC1)N(C(OC(C)(C)C)=O)C (tert-Butyl {trans-4-[6-bromo-3-(cyclopropanecarbonyl)quinolin-4-ylamino]cyclohexyl}(methyl)carbamate). Reactants: O (Water), C=1(C(=CC=CC1)C(=O)CN1C(C(CNC2=C1C=C(C=C2)C)NC(=O)NC2=CC(=CC=C2)C(=O)OCC)=O)C (1-[1-(2-toluoylmethyl)-2-oxo-8-methyl-1,3,4,5-tetrahydro-2H-1,5-benzodiazepin-3-yl]-3-(3-ethoxycarbonylphenyl)urea), C(CC(C)C)(=O)Cl (isovaleryl chloride), N1=CC=CC=C1 (pyridine). The solvent is C(Cl)Cl (methylene chloride), ClCCCl (1,2-dichloroethane). Yields the product C=1(C(=CC=CC1)C(=O)CN1C(C(CN(C2=C1C=C(C=C2)C)C(CC(C)C)=O)NC(=O)NC2=CC(=CC=C2)C(=O)OCC)=O)C (1-(1-(2-toluoylmethyl)-2-oxo-5-isovaleryl-8-methyl-1,3,4,5-tetrahydro-2H-1,5-benzodiazepin-3-yl]-3-(3-ethoxycarbonylphenyl)urea). Reaction SMILES: [C:1]1([CH3:38])[C:2]([C:7]([CH2:9][N:10]2[C:16]3[CH:17]=[C:18]([CH3:21])[CH:19]=[CH:20][C:15]=3[NH:14][CH2:13][CH:12]([NH:22][C:23]([NH:25][C:26]3[CH:31]=[CH:30][CH:29]=[C:28]([C:32]([O:34][CH2:35][CH3:36])=[O:33])[CH:27]=3)=[O:24])[C:11]2=[O:37])=[O:8])=[CH:3][CH:4]=[CH:5][CH:6]=1.[C:39](Cl)(=[O:44])[CH2:40][CH:41]([CH3:43])[CH3:42].N1C=CC=CC=1.O>ClCCCl.C(Cl)Cl>[C:1]1([CH3:38])[C:2]([C:7]([CH2:9][N:10]2[C:16]3[CH:17]=[C:18]([CH3:21])[CH:19]=[CH:20][C:15]=3[N:14]([C:39](=[O:44])[CH2:40][CH:41]([CH3:43])[CH3:42])[CH2:13][CH:12]([NH:22][C:23]([NH:25][C:26]3[CH:31]=[CH:30][CH:29]=[C:28]([C:32]([O:34][CH2:35][CH3:36])=[O:33])[CH:27]=3)=[O:24])[C:11]2=[O:37])=[O:8])=[CH:3][CH:4]=[CH:5][CH:6]=1. Procedure details: 1-[1-(2-Toluoylmethyl)-2-oxo-8-methyl-1,3,4,5-tetrahydro-2H-1,5-benzodiazepin-3-yl]-3-(3-ethoxycarbonylphenyl)urea (400 mg) obtained from Step 1 of Example 93 was suspended in 1,2-dichloroethane (10 ml), isovaleryl chloride (104 μl) and pyridine (70 μl) were added, and the mixture was refluxed for 1 hour and 30 minutes. Water and methylene chloride were added to the reaction mixture, separated, and the organic layer was successively washed with 1N hydrochloric acid and saturated aqueous sodium b... Starting materials: C1CCNC1, CS(C)=O, CSc1nc(N)c(C#N)s1. Yields the product N#Cc1sc(N2CCCC2)nc1N. RXN SMILES: [CH2:11]1[CH2:12][CH2:13][NH:14][CH2:15]1.[CH3:16][S:17]([CH3:18])=[O:19].[CH3:1][S:2][c:3]1[s:4][c:5]([C:9]#[N:10])[c:6]([NH2:8])[n:7]1>>[c:3]1([N:14]2[CH2:13][CH2:12][CH2:11][CH2:15]2)[s:4][c:5]([C:9]#[N:10])[c:6]([NH2:8])[n:7]1. The reactants are C1(=CC=CC=C1)N(C=1C=C2C=CC(=CC2=CC1)C=O)C1=CC=CC=C1 (N,N-diphenyl-6-amino-2-naphthaldehyde), NC1=C(C=CC=C1)S (2-aminothiophenol), CS(=O)C (DMSO). Run in O (water). Conditions: temperature 180 celsius, time 45 minute. Product: S1C(=NC2=C1C=CC=C2)C=2C=C1C=CC=C(C1=CC2)N(C2=CC=CC=C2)C2=CC=CC=C2 ((6-benzothiazol-2-yl(-naphthyl))diphenylamine). Yield: 74.0%. RXN SMILES: [C:1]1([N:7]([C:20]2[CH:25]=[CH:24][CH:23]=[CH:22][CH:21]=2)[C:8]2[CH:9]=[C:10]3C(=CC=2)C=C(C=O)C=[CH:11]3)[CH:6]=[CH:5][CH:4]=[CH:3][CH:2]=1.N[C:27]1[CH:32]=[CH:31][CH:30]=[CH:29][C:28]=1S.[CH3:34][S:35]([CH3:37])=O>O>[S:35]1[C:37]2[CH:5]=[CH:4][CH:3]=[CH:2][C:1]=2[N:7]=[C:34]1[C:28]1[CH:29]=[C:30]2[C:31](=[CH:32][CH:27]=1)[C:8]([N:7]([C:20]1[CH:21]=[CH:22][CH:23]=[CH:24][CH:25]=1)[C:1]1[CH:6]=[CH:5][CH:4]=[CH:3][CH:2]=1)=[CH:9][CH:10]=[CH:11]2. Reported procedure: A mixture of N,N-diphenyl-6-amino-2-naphthaldehyde, (3.98 g., 0.0123 mol.), 2-aminothiophenol (1.5 ml, 0.014 mol.) and DMSO (20 ml) was heated to 180° C., held at this temperature for 45 minutes, and poured into water. The separated greenish solids were collected, air dried, transferred to a column of silica gel and eluted with 2:1 toluene-heptaneto get the product, 3.91 g. (74% yield), m.p. 186.1-187.3° C. Recrystallization from 1:1 toluene-heptane raised the m.p. to 188.1-189.5° C. Mass Spec: ... Reactants: F[B-](F)(F)F, CC(C)(C)OC(=O)N1CCCC1C(=O)O, CN1CCOCC1, NCc1ccc2c(N)nccc2c1, CN(C)C=O, CN(C)C(On1nnc2ccccc21)=[N+](C)C. Product: CC(C)(C)OC(=O)N1CCCC1C(=O)NCc1ccc2c(N)nccc2c1. Reaction SMILES: [B-:29]([F:30])([F:31])([F:32])[F:33].[C:14](=[O:15])([O:16][C:17]([CH3:18])([CH3:19])[CH3:20])[N:21]1[CH:22]([C:23](=[O:24])[OH:25])[CH2:26][CH2:27][CH2:28]1.[CH3:51][N:52]1[CH2:53][CH2:54][O:55][CH2:56][CH2:57]1.[NH2:1][c:2]1[n:3][cH:4][cH:5][c:6]2[cH:7][c:8]([CH2:12][NH2:13])[cH:9][cH:10][c:11]12.[O:58]=[CH:59][N:60]([CH3:61])[CH3:62].[n:34]1([O:35][C:36]([N:37]([CH3:38])[CH3:39])=[N+:40]([CH3:41])[CH3:42])[c:43]2[cH:44][cH:45][cH:46][cH:47][c:48]2[n:49][n:50]1>>[NH2:1][c:2]1[n:3][cH:4][cH:5][c:6]2[cH:7][c:8]([CH2:12][NH:13][C:23]([CH:22]3[N:21]([C:14](=[O:15])[O:16][C:17]([CH3:18])([CH3:19])[CH3:20])[CH2:28][CH2:27][CH2:26]3)=[O:24])[cH:9][cH:10][c:11]12. Starting materials: CC(C)(C)C(Cc1cccc(N2C(=O)N(c3ccc(Cl)cc3Cl)Cc3cnc(S(C)(=O)=O)nc32)c1)O[SiH](c1ccccc1)c1ccccc1, CCN(CC)CCOc1ccc(N)cc1. The product is CCN(CC)CCOc1ccc(Nc2ncc3c(n2)N(c2cccc(CC(O[SiH](c4ccccc4)c4ccccc4)C(C)(C)C)c2)C(=O)N(c2ccc(Cl)cc2Cl)C3)cc1. Reaction SMILES: [C:1]([CH3:2])([CH3:3])([CH3:4])[CH:5]([CH2:6][c:7]1[cH:8][c:9]([N:13]2[C:14](=[O:35])[N:15]([c:27]3[c:28]([Cl:34])[cH:29][c:30]([Cl:33])[cH:31][cH:32]3)[CH2:16][c:17]3[c:18]2[n:19][c:20]([S:23]([CH3:24])(=[O:25])=[O:26])[n:21][cH:22]3)[cH:10][cH:11][cH:12]1)[O:36][SiH:37]([c:38]1[cH:39][cH:40][cH:41][cH:42][cH:43]1)[c:44]1[cH:45][cH:46][cH:47][cH:48][cH:49]1.[CH2:50]([CH3:51])[N:52]([CH2:53][CH2:54][O:55][c:56]1[cH:57][cH:58][c:59]([NH2:60])[cH:61][cH:62]1)[CH2:63][CH3:64]>>[C:1]([CH3:2])([CH3:3])([CH3:4])[CH:5]([CH2:6][c:7]1[cH:8][c:9]([N:13]2[C:14](=[O:35])[N:15]([c:27]3[c:28]([Cl:34])[cH:29][c:30]([Cl:33])[cH:31][cH:32]3)[CH2:16][c:17]3[c:18]2[n:19][c:20]([NH:60][c:59]2[cH:58][cH:57][c:56]([O:55][CH2:54][CH2:53][N:52]([CH2:50][CH3:51])[CH2:63][CH3:64])[cH:62][cH:61]2)[n:21][cH:22]3)[cH:10][cH:11][cH:12]1)[O:36][SiH:37]([c:38]1[cH:39][cH:40][cH:41][cH:42][cH:43]1)[c:44]1[cH:45][cH:46][cH:47][cH:48][cH:49]1. The reactants are COC1=CC=C2CCC(C2=C1)COS(=O)(=O)C (methanesulphonic acid (6-methoxyindan-1-ylmethyl) ester), COC(=O)C1=CCCNC1.Br (guvacoline hydrobromide), C(C)(C)N(CC)C(C)C (N,N-diisopropyl-N-ethylamine), CN(C=O)C (dimethylformamide). Run in C1(=CC=CC=C1)C (toluene). Reaction conditions: time 24 hour. Yields the product C(C(=O)O)(=O)O.COC(=O)C=1CN(CCC1)CC1CCC2=CC=C(C=C12)OC (1-[(6-methoxyindan-1-yl)methyl]-1,2,5,6-tetrahydro-pyridine-3-carboxylic acid methyl ester oxalate). Reaction SMILES: [CH3:1][O:2][C:3]1[CH:11]=[C:10]2[C:6]([CH2:7][CH2:8][CH:9]2[CH2:12]OS(C)(=O)=O)=[CH:5][CH:4]=1.[CH3:18][O:19][C:20]([C:22]1[CH2:27][NH:26][CH2:25][CH2:24][CH:23]=1)=[O:21].Br.C(N(C(C)C)CC)(C)C.CN(C)[CH:40]=[O:41]>C1(C)C=CC=CC=1>[C:40]([OH:41])(=[O:2])[C:20]([OH:19])=[O:21].[CH3:18][O:19][C:20]([C:22]1[CH2:27][N:26]([CH2:12][CH:9]2[C:10]3[C:6](=[CH:5][CH:4]=[C:3]([O:2][CH3:1])[CH:11]=3)[CH2:7][CH2:8]2)[CH2:25][CH2:24][CH:23]=1)=[O:21] |f:1.2,6.7|. Reported procedure: 5.13 g (20 mmol) of methanesulphonic acid (6-methoxyindan-1-ylmethyl) ester are dissolved in 20 ml of toluene and added to a solution of 4.9 g (22 mmol) of guvacoline hydrobromide in 15 ml of dimethylformamide and 5.65 g (44 mmol) of N,N-diisopropyl-N-ethylamine. The reaction mixture is stirred at 50° under nitrogen for 24 hours. The solvents are then substantially removed under reduced pressure. The residue is dissolved in 2N hydrochloric acid, the acidic solution is extracted by shaking with d...